Dataset: the Open Reaction Database (ORD), a public repository of structured organic reaction records. Task: describe an organic reaction: reactants, conditions, products, and yield The reactants are COC(CC(C(=O)O)C1=CC=C(C=C1)OCC1CC2(CCC1)CCCCC2)=O (2-[4-(spiro[5.5]undec-2-ylmethoxy)-phenyl]-succinic acid 4-methyl ester), Cl.C(C)N=C=NCCCN(C)C (1-ethyl-3-(3-dimethylaminopropyl)carbodiimide hydrochloride), O.ON1N=NC2=C1C=CC=C2 (1-hydroxybenzotriazole hydrate), CN (methylamine). The solvent is CN(C=O)C (N,N-dimethylformamide), O1CCCC1 (tetrahydrofuran), O (water). Run at time 13 hour. The product is COC(CC(C(=O)NC)C1=CC=C(C=C1)OCC1CC2(CCC1)CCCCC2)=O (N-methyl-3-[4-(spiro[5.5]undec-2-ylmethoxy)-phenyl]-succina mic acid methyl ester). Yield: 86.8%. As a reaction SMILES: [CH3:1][O:2][C:3](=[O:28])[CH2:4][CH:5]([C:9]1[CH:14]=[CH:13][C:12]([O:15][CH2:16][CH:17]2[CH2:22][CH2:21][CH2:20][C:19]3([CH2:27][CH2:26][CH2:25][CH2:24][CH2:23]3)[CH2:18]2)=[CH:11][CH:10]=1)[C:6](O)=[O:7].Cl.[CH2:30]([N:32]=C=NCCCN(C)C)C.O.ON1C2C=CC=CC=2N=N1.CN>CN(C)C=O.O.O1CCCC1>[CH3:1][O:2][C:3](=[O:28])[CH2:4][CH:5]([C:9]1[CH:14]=[CH:13][C:12]([O:15][CH2:16][CH:17]2[CH2:22][CH2:21][CH2:20][C:19]3([CH2:27][CH2:26][CH2:25][CH2:24][CH2:23]3)[CH2:18]2)=[CH:11][CH:10]=1)[C:6]([NH:32][CH3:30])=[O:7] |f:1.2,3.4|. Procedure details: To a solution of 2-[4-(spiro[5.5]undec-2-ylmethoxy)-phenyl]-succinic acid 4-methyl ester (310 mg) obtained in Step 6 in N,N-dimethylformamide (4 mL) were added successively 1-ethyl-3-(3-dimethylaminopropyl)carbodiimide hydrochloride (163 mg), 1-hydroxybenzotriazole hydrate (115 mg) and a tetrahydrofuran solution of methylamine (2M, 0.53 mL), followed by stirring the reaction mixture at room temperature for 13 hours. Then, after addition of water, the reaction mixture was extracted with ethyl ace...